From a dataset of the Open Reaction Database (ORD), a public repository of structured organic reaction records. describe an organic reaction: reactants, conditions, products, and yield Reactants: BrCC(=O)OCC (ethyl bromoacetate), BrCC(=O)OC1CCCCC1 (cyclohexyl bromoacetate), BrCC(=O)Cl (bromoacetyl chloride), C1(CCCCC1)O (cyclohexanol), N1=CC=CC=C1.C(C)(=O)OCC (pyridine ethyl acetate). The reagents and catalysts are CN(C1=CC=NC=C1)C (4-dimethylaminopyridine). Product: C(=O)(O)CCC1CCN(CC1)CC(=O)OC1CCCCC1 (4-[2-(Carboxy)-ethyl]-1-[(cyclohexyloxycarbonyl)-methyl]-pipe-ridine). As a reaction SMILES: Br[CH2:2][C:3]([O:5]CC)=[O:4].Br[CH2:9][C:10]([O:12][CH:13]1[CH2:18][CH2:17][CH2:16][CH2:15][CH2:14]1)=[O:11].Br[CH2:20]C(Cl)=O.C1(O)CCCCC1.[N:31]1[CH:36]=[CH:35][CH:34]=[CH:33][CH:32]=1.C(OCC)(=O)C>CN(C)C1C=CN=CC=1>[C:3]([CH2:2][CH2:20][CH:34]1[CH2:35][CH2:36][N:31]([CH2:9][C:10]([O:12][CH:13]2[CH2:18][CH2:17][CH2:16][CH2:15][CH2:14]2)=[O:11])[CH2:32][CH2:33]1)([OH:5])=[O:4] |f:4.5|. Reported procedure: The preparation is carried out analogously to Examples XLIIa to c. Instead of ethyl bromoacetate, cyclohexyl bromoacetate (boiling point: 102-104° C. under 16 mbar, prepared by reaction of bromoacetyl chloride with cyclohexanol in pyridine/ethyl acetate in the presence of a catalytic amount of 4-dimethylaminopyridine) is employed. Melting point: 85-88° C. Reactants: BrBr (bromine), C(Cl)(Cl)Cl (chloroform), O=C(CC(=O)OC)CC (3-oxopentanoic acid, methyl ester), C(Cl)(Cl)Cl (chloroform). Reaction conditions: temperature 0 celsius, time 30 minute. Product: BrC(C(CC(=O)OC)=O)C (methyl 4-bromo-3-oxopentanoate). Reaction SMILES: [Br:1]Br.C(Cl)(Cl)Cl.[O:7]=[C:8]([CH2:14][CH3:15])[CH2:9][C:10]([O:12][CH3:13])=[O:11]>>[Br:1][CH:14]([CH3:15])[C:8](=[O:7])[CH2:9][C:10]([O:12][CH3:13])=[O:11]. Procedure details: Under a nitrogen atmosphere, a solution of bromine (8.61 mL, 167 mmol) in chloroform (20 mL, 200 mmol) was added dropwise over a period of 2 h to a solution of 3-oxopentanoic acid, methyl ester (Aldrich, 21.0 mL, 167 mmol) in chloroform (147 mL, 1840 mmol), at 0° C. (ice bath). The reaction mixture was stirred for 30 min at 0° C. and then allowed to stand at room temperature overnight. While stirring, a stream of air was bubbled through the solution for 1 hour. After drying over sodium sulfate, ... Starting materials: C(C1=CC=CC=C1)N1CC(C(CC1)(O)CCCC1=CC=CC=C1)C1=C(C=C(C=C1)C(CCCCCC)(C)C)OCC1=CC=CC=C1 (1-benzyl-3-[2-benzyloxy-4-(1,1-dimethylheptyl)phenyl]-4-(3-phenylpropyl)-4-piperidinol), [H][H] (hydrogen). The reagents and catalysts are [Pd] (palladium-on-carbon). The solvent is C(C)O (ethanol). Yields the product CC(CCCCCC)(C)C1=CC(=C(C=C1)C1CNCCC1(O)CCCC1=CC=CC=C1)O (3-[4-(1,1-Dimethylheptyl)-2-hydroxyphenyl]-4-(3-phenylpropyl)-4-piperidinol). Reaction SMILES: C([N:8]1[CH2:13][CH2:12][C:11]([CH2:15][CH2:16][CH2:17][C:18]2[CH:23]=[CH:22][CH:21]=[CH:20][CH:19]=2)([OH:14])[CH:10]([C:24]2[CH:29]=[CH:28][C:27]([C:30]([CH3:38])([CH3:37])[CH2:31][CH2:32][CH2:33][CH2:34][CH2:35][CH3:36])=[CH:26][C:25]=2[O:39]CC2C=CC=CC=2)[CH2:9]1)C1C=CC=CC=1.[H][H]>[Pd].C(O)C>[CH3:38][C:30]([C:27]1[CH:28]=[CH:29][C:24]([CH:10]2[C:11]([CH2:15][CH2:16][CH2:17][C:18]3[CH:23]=[CH:22][CH:21]=[CH:20][CH:19]=3)([OH:14])[CH2:12][CH2:13][NH:8][CH2:9]2)=[C:25]([OH:39])[CH:26]=1)([CH3:37])[CH2:31][CH2:32][CH2:33][CH2:34][CH2:35][CH3:36]. Procedure: A mixture of 6.17 g. (10.0 mmols.) of 1-benzyl-3-[2-benzyloxy-4-(1,1-dimethylheptyl)phenyl]-4-(3-phenylpropyl)-4-piperidinol, 2.0 g. of 10% palladium-on-carbon and 50 ml. of ethanol is stirred under one atmosphere of hydrogen for 2 hours. The reaction mixture is filtered through diatomaceous earth with ethyl acetate and the filtrate evaporated. The residue is purified via crystallization from ether-pentane to yield the title compound.